From a dataset of the Open Reaction Database (ORD), a public repository of structured organic reaction records. describe an organic reaction: reactants, conditions, products, and yield Starting materials: Cl.C(C)(C)(C)NCC=1C(=C(C=C(C1)C1=CC(=C(C=C1)Cl)Cl)C1=CC(=C(C=C1)Cl)Cl)O (5′-((tert-Butylamino)methyl)-3,3″,4,4″-tetrachloro-[1,1′:3′,1″-terphenyl]-4′-ol hydrochloride), BrC1=C(C(C=O)=CC(=C1)Br)O (3,5-dibromosalicylaldehyde), 3,4-chlorophenylboronic acid. Product: ClC=1C=C(C=CC1Cl)C1=CC(=C(C(=C1)C=O)O)C1=CC(=C(C=C1)Cl)Cl (3,3″,4,4″-Tetrachloro-4′-hydroxy-[1,1′:3′,1″-terphenyl]-5′-carbaldehyde). As a reaction SMILES: Cl.C(N[CH2:7][C:8]1[C:9]([OH:30])=[C:10]([C:22]2[CH:27]=[CH:26][C:25]([Cl:28])=[C:24]([Cl:29])[CH:23]=2)[CH:11]=[C:12]([C:14]2[CH:19]=[CH:18][C:17]([Cl:20])=[C:16]([Cl:21])[CH:15]=2)[CH:13]=1)(C)(C)C.BrC1C=C(Br)C=C(C=[O:36])C=1O>>[Cl:21][C:16]1[CH:15]=[C:14]([C:12]2[CH:13]=[C:8]([CH:7]=[O:36])[C:9]([OH:30])=[C:10]([C:22]3[CH:27]=[CH:26][C:25]([Cl:28])=[C:24]([Cl:29])[CH:23]=3)[CH:11]=2)[CH:19]=[CH:18][C:17]=1[Cl:20] |f:0.1|. Procedure details: 3,3″,4,4″-Tetrachloro-4′-hydroxy-[1,1′:3′,1″-terphenyl]-5′-carbaldehyde was prepared using the procedure described in Intermediate 5 from 3,5-dibromosalicylaldehyde and 3,4-chlorophenylboronic acid.